From a dataset of the Open Reaction Database (ORD), a public repository of structured organic reaction records. describe an organic reaction: reactants, conditions, products, and yield Reactants: ClC1=C(C=CC(=C1)[N+](=O)[O-])O (2-chloro-4-nitrophenol), CN1CC(CC1)O (1-methyl-3-pyrrolidinol), C1(=CC=CC=C1)P(C1=CC=CC=C1)C1=CC=CC=C1 (triphenyl phosphine), diethylazo-dicarboxylate. Run in O1CCCC1 (tetrahydrofuran). Run at time 1.5 hour. Product: ClC1=C(OC2CN(CC2)C)C=CC(=C1)[N+](=O)[O-] (3-(2-Chloro-4-nitro-phenoxy)-1-methyl-pyrrolidine). RXN SMILES: [Cl:1][C:2]1[CH:7]=[C:6]([N+:8]([O-:10])=[O:9])[CH:5]=[CH:4][C:3]=1[OH:11].[CH3:12][N:13]1[CH2:17][CH2:16][CH:15](O)[CH2:14]1.C1(P(C2C=CC=CC=2)C2C=CC=CC=2)C=CC=CC=1>O1CCCC1>[Cl:1][C:2]1[CH:7]=[C:6]([N+:8]([O-:10])=[O:9])[CH:5]=[CH:4][C:3]=1[O:11][CH:15]1[CH2:16][CH2:17][N:13]([CH3:12])[CH2:14]1. Procedure details: To a solution of 2-chloro-4-nitrophenol (2.0 g) in tetrahydrofuran (60 mL) is added 1-methyl-3-pyrrolidinol (2.3 g), triphenyl phosphine (6.0 g), and diethylazo-dicarboxylate (3.6 mL) and the mixture is stirred at room temperature under an atmosphere of argon for 1.5 hours. The solution is then concentrated under reduced pressure, diluted with ethyl acetate, washed successively with 10% aqueous sodium hydroxide, water, saturated aqueous sodium chloride, and dried over anhydrous magnesium sulfate... Starting materials: S(O)(O)(=O)=O (sulfuric acid), COC\C(\C)=C/CCC(C)CC=O (methoxycitronellal), ice water, CCOCC (ether), [Mg] (magnesium), CI (methyl iodide), C(C)OCC (diethyl ether). The product is COC(CCCC(CC(C)O)C)(C)C (8-methoxy-4,8-dimethyl-2-nonanol). RXN SMILES: CO[CH2:3]/[C:4](=[CH:6]\[CH2:7][CH2:8][CH:9]([CH2:11][CH:12]=[O:13])[CH3:10])/[CH3:5].[Mg].[CH3:15]I.S(=O)(=O)(O)O.[CH2:22]([O:24]CC)C>>[CH3:22][O:24][C:4]([CH3:3])([CH3:5])[CH2:6][CH2:7][CH2:8][CH:9]([CH3:10])[CH2:11][CH:12]([OH:13])[CH3:15]. Procedure details: A solution of 28 g. of methoxycitronellal in 50 ml. of ether is slowly added dropwise at -20° C. to -10° C. to a Grignard solution prepared from 5.35 g. of magnesium and 28.4 g. of methyl iodide in 100 ml. of diethyl ether. The mixture is then poured onto 100 ml. of ice-water, acidified with dilute aqueous sulfuric acid and extracted twice with diethyl ether. The extracts are washed with semi-saturated and saturated sodium chloride solution, dried over sodium sulfate and evaporated. By distillat... Starting materials: C(C)(=O)O[Si](C(C)C)(C(C)C)C(C)C (acetoxy-triisopropylsilane), C(C=C)(=O)O (acrylic acid). Run in C1(=CC=CC=C1)C (toluene), CN(C=O)C (N,N-dimethylformamide). The product is C(C=C)(=O)O[Si](C(C)C)(C(C)C)C(C)C (triisopropylsilyl acrylate). As a reaction SMILES: [C:1]([O:4][Si:5]([CH:12]([CH3:14])[CH3:13])([CH:9]([CH3:11])[CH3:10])[CH:6]([CH3:8])[CH3:7])(=[O:3])[CH3:2].[C:15](O)(=O)C=C>C1(C)C=CC=CC=1.CN(C)C=O>[C:1]([O:4][Si:5]([CH:9]([CH3:11])[CH3:10])([CH:6]([CH3:8])[CH3:7])[CH:12]([CH3:14])[CH3:13])(=[O:3])[CH:2]=[CH2:15]. Reported procedure: 4 g of acetoxy-triisopropylsilane and 1.6 g of acrylic acid (ATOFINA Norsocryl AA®) in 100 ml of toluene and 1 mL of N,N-dimethylformamide are mixed and heated. Azeotropic distillation of acetic acid affords triisopropylsilyl acrylate. Reactants: B(Br)(Br)Br (boron tribromide), Cl (hydrochloric acid), COC1=CC=C(C=C1)C=1N(C=CC1)CCNC(C)=O (N-[2-[2-(p-Methoxyphenyl)pyrrol-1-yl]ethyl]acetamide), [OH-].[Na+] (sodium hydroxide). The solvent is C(Cl)Cl (methylene chloride), C(Cl)Cl (methylene chloride), C(Cl)Cl (methylene chloride). Run at temperature -15 celsius, time 8 hour. Yields the product OC1=CC=C(C=C1)C=1N(C=CC1)CCNC(C)=O (N-[2 -[2-(p-hydroxyphenyl)pyrrol-1-yl]ethyl]acetamide). The yield is 54.9%. Reaction SMILES: C[O:2][C:3]1[CH:8]=[CH:7][C:6]([C:9]2[N:10]([CH2:14][CH2:15][NH:16][C:17](=[O:19])[CH3:18])[CH:11]=[CH:12][CH:13]=2)=[CH:5][CH:4]=1.B(Br)(Br)Br.[OH-].[Na+].Cl>C(Cl)Cl>[OH:2][C:3]1[CH:8]=[CH:7][C:6]([C:9]2[N:10]([CH2:14][CH2:15][NH:16][C:17](=[O:19])[CH3:18])[CH:11]=[CH:12][CH:13]=2)=[CH:5][CH:4]=1 |f:2.3|. Reported procedure: N-[2-[2-(p-Methoxyphenyl)pyrrol-1-yl]ethyl]acetamide (10.4 g) was dissolved in 300 ml of methylene chloride under argon, cooled to -15° C. and treated at this temperature while stirring with a solution of 11.6 ml of boron tribromide in 90 ml of methylene chloride. The mixture was stirred at -15° C. for 1 hour, at 0° C. for 2 hours and at room temperature overnight. The reaction mixture was treated at -10° C. with 270 ml of 2N sodium hydroxide solution and stirred at room temperature for 1 hour. ... Starting materials: [N+](=O)([O-])C=1NC=CN1 (2-nitroimidazole), O1CCCC=C1 (2,3-dihydropyran), C1(=CC=C(C=C1)S(=O)(=O)O)C (p-toluenesulfonic acid). Yields the product O1C(CCCC1)N1C(=NC=C1)[N+](=O)[O-] (1-(Tetrahydro-2-pyranyl)-2-nitroimidazole). The yield is 83.7%. RXN SMILES: [N+:1]([C:4]1[NH:5][CH:6]=[CH:7][N:8]=1)([O-:3])=[O:2].C1(C)C=CC(S(O)(=O)=O)=CC=1.[O:20]1[CH:25]=[CH:24][CH2:23][CH2:22][CH2:21]1>>[O:20]1[CH2:25][CH2:24][CH2:23][CH2:22][CH:21]1[N:5]1[CH:6]=[CH:7][N:8]=[C:4]1[N+:1]([O-:3])=[O:2]. Reported procedure: A suspension of 0.113 g (1.0 mmol) of 2-nitroimidazole and 10 ml of 2,3-dihydropyran was stirred at 80° C. in the presence of 5 mg of p-toluenesulfonic acid for 1 hr. according to the procedure of Robins et al. [J. Am. Chem. Soc 83, 2574 (1961)]. The excess of 2,3-dihydropyran was removed under reduced pressure. The residue was chromatographed on silica gel by elution with ethyl acetate-benzene mixture (employing a gradient from 9:1 to 1:1) to provide 0.165 g (83.7%) of the title compound, which... Reactants: FC=1C=C(C2=C(CCC(O2)CO)C1)[N+](=O)[O-] ((±)-6-fluoro-3,4-dihydro-8-nitro-2H-1-benzopyran-2-methanol), O1CCCC=C1 (3,4-dihydro-2H-pyran), Cl (hydrochloric acid). The solvent is CC(C)O (2-propanol), ClC(Cl)Cl (trichloromethane). Reaction conditions: time 3 hour. Yields the product FC=1C=C(C2=C(CCC(O2)COC2OCCCC2)C1)[N+](=O)[O-] ((±)-6-fluoro-3,4-dihydro-8-nitro-2-[[(tetrahydro-2H-pyran-2-yl)oxy]methyl]-2H-1-benzopyran). Isolated yield 104.1%. As a reaction SMILES: [F:1][C:2]1[CH:3]=[C:4]([N+:14]([O-:16])=[O:15])[C:5]2[O:10][CH:9]([CH2:11][OH:12])[CH2:8][CH2:7][C:6]=2[CH:13]=1.[O:17]1[CH:22]=[CH:21][CH2:20][CH2:19][CH2:18]1.Cl>CC(O)C.ClC(Cl)Cl>[F:1][C:2]1[CH:3]=[C:4]([N+:14]([O-:16])=[O:15])[C:5]2[O:10][CH:9]([CH2:11][O:12][CH:18]3[CH2:19][CH2:20][CH2:21][CH2:22][O:17]3)[CH2:8][CH2:7][C:6]=2[CH:13]=1. Reported procedure: A mixture of intermediate 14-b (0.25 mol), 3,4-dihydro-2H-pyran (0.50 mol) and hydrochloric acid in 2-propanol (0.5 ml) in trichloromethane (700 ml) was stirred for 3 h on a water bath. The reaction mixture was washed with a 10% NaOH solution. The organic layer was separated, dried (MgSO4), filtered and the solvent was evaporated, yielding 81 g of (±)-6-fluoro-3,4-dihydro-8-nitro-2-[[(tetrahydro-2H-pyran-2-yl)oxy]methyl]-2H-1-benzopyran (104% crude residue) (interm. 15-b).